From a dataset of the Open Reaction Database (ORD), a public repository of structured organic reaction records. describe an organic reaction: reactants, conditions, products, and yield As a reaction SMILES: [CH:1]([NH:3][C@@H:4]1[C:9](=[O:10])[O:8][C:6](=[O:7])[CH2:5]1)=[O:2].[NH2:11][C@H:12]([C:20]([OH:22])=[O:21])[CH2:13][C:14]1[CH:19]=[CH:18][CH:17]=[CH:16][CH:15]=1.CO>O>[CH:1]([NH:3][C@H:4]([C:9]([NH:11][C@H:12]([C:20]([OH:22])=[O:21])[CH2:13][C:14]1[CH:19]=[CH:18][CH:17]=[CH:16][CH:15]=1)=[O:10])[CH2:5][C:6](=[O:7])[OH:8])=[O:2]. Reported procedure: The preparation of N-formyl-L-aspartic anhydride was repeated several times in order to prepare multiple first reaction mixtures. To each of these first reaction mixtures was added 100 ml of one of the alkyl ester or hindered alcohol solvents listed in Table 1 followed by the addition of 44.6 grams (0.27 mole) of L-phenylalanine. The resulting slurries were maintained at room temperature for 5 hours for completion of the in situ coupling process. As the reaction proceeded, the slurries became mo... Reactants: C(=O)N[C@H]1CC(=O)OC1=O (N-formyl-L-aspartic anhydride), N[C@@H](CC1=CC=CC=C1)C(=O)O (L-phenylalanine), one, alkyl ester, CO (methanol). Yields the product C(=O)N[C@@H](CC(O)=O)C(=O)N[C@@H](CC1=CC=CC=C1)C(=O)O (N-formyl-L-aspartyl-L-phenylalanine). Run in O (water), alcohol. Reactants: S(=O)(=O)(C(F)(F)F)OS(=O)(=O)C(F)(F)F (Triflic anhydride), CN(C)C1=NC=CC=C1 (dimethylaminopyridine), C1(CC1)COC=1C=C(C=CC1)C1=C(N(C2=CC=C(C=C12)O)CC1=CC(=CC=C1)OC)C(=O)OCC (ethyl 3-[3-(cyclopropylmethoxy)phenyl]-5-hydroxy-1-(3-methoxybenzyl)-1H-indole-2-carboxylate). Solvent: ClCCl (dichloromethane), N1=CC=CC=C1 (pyridine), C(C)(=O)OCC (ethyl acetate). Reaction conditions: temperature 0 celsius, time 2 hour. Yields the product C1(CC1)COC=1C=C(C=CC1)C1=C(N(C2=CC=C(C=C12)OS(=O)(=O)C(F)(F)F)CC1=CC(=CC=C1)OC)C(=O)OCC (Ethyl 3-[3-(cyclopropylmethoxy)phenyl]-1-(3-methoxybenzyl)-5-{[(trifluoromethyl)sulfonyl]oxy}-1H-indole-2-carboxylate). The yield is 89.1%. RXN SMILES: [S:1]([O:8]S(C(F)(F)F)(=O)=O)([C:4]([F:7])([F:6])[F:5])(=[O:3])=[O:2].CN(C1C=CC=CN=1)C.[CH:25]1([CH2:28][O:29][C:30]2[CH:31]=[C:32]([C:36]3[C:44]4[C:39](=[CH:40][CH:41]=[C:42](O)[CH:43]=4)[N:38]([CH2:46][C:47]4[CH:52]=[CH:51][CH:50]=[C:49]([O:53][CH3:54])[CH:48]=4)[C:37]=3[C:55]([O:57][CH2:58][CH3:59])=[O:56])[CH:33]=[CH:34][CH:35]=2)[CH2:27][CH2:26]1>ClCCl.N1C=CC=CC=1.C(OCC)(=O)C>[CH:25]1([CH2:28][O:29][C:30]2[CH:31]=[C:32]([C:36]3[C:44]4[C:39](=[CH:40][CH:41]=[C:42]([O:8][S:1]([C:4]([F:7])([F:6])[F:5])(=[O:3])=[O:2])[CH:43]=4)[N:38]([CH2:46][C:47]4[CH:52]=[CH:51][CH:50]=[C:49]([O:53][CH3:54])[CH:48]=4)[C:37]=3[C:55]([O:57][CH2:58][CH3:59])=[O:56])[CH:33]=[CH:34][CH:35]=2)[CH2:27][CH2:26]1. Reported procedure: Triflic anhydride (0.84 mL, 1.4 g, 5.0 mmol) and dimethylaminopyridine (25 mg, 0.20 mmol) were added to a cooled (0° C.) and stirred solution of ethyl 3-[3-(cyclopropylmethoxy)phenyl]-5-hydroxy-1-(3-methoxybenzyl)-1H-indole-2-carboxylate (Example 66, 1.00 g, 2.12 mmol) in dichloromethane (10 mL) and pyridine (2 mL). The reaction was warmed to rt and then stirred an additional 2 h. The solution was diluted with ethyl acetate (100 mL), washed with water and brine, dried over anhydrous magnesium su... Reactants: compound, [N+](=O)([O-])C1=CC=C(COC(=O)N=C(NCC(=O)N[C@@H]2CN(CC2)C(=O)OC(C)(C)C)NC(=O)OCC2=CC=C(C=C2)[N+](=O)[O-])C=C1 (tert-Butyl (3S)-3-[2-[2,3-di(4-nitrobenzyloxycarbonyl)guanidino]acetylamino]-1-pyrrolidinecarboxylate), FC(C(=O)O)(F)F (trifluoroacetic acid). Run in ClCCl (dichloromethane). Conditions: time 4 hour. Yields the product FC(C(=O)O)(F)F.[N+](=O)([O-])C1=CC=C(COC(=O)N=C(NCC(=O)N[C@@H]2CNCC2)NC(=O)OCC2=CC=C(C=C2)[N+](=O)[O-])C=C1 ((3S)-3-[2-[2,3-Di(4-nitrobenzyloxycarbonyl)guanidino]acetylamino]pyrrolidine trifluoroacetate). As a reaction SMILES: [N+:1]([C:4]1[CH:46]=[CH:45][C:7]([CH2:8][O:9][C:10]([N:12]=[C:13]([NH:31][C:32]([O:34][CH2:35][C:36]2[CH:41]=[CH:40][C:39]([N+:42]([O-:44])=[O:43])=[CH:38][CH:37]=2)=[O:33])[NH:14][CH2:15][C:16]([NH:18][C@H:19]2[CH2:23][CH2:22][N:21](C(OC(C)(C)C)=O)[CH2:20]2)=[O:17])=[O:11])=[CH:6][CH:5]=1)([O-:3])=[O:2].[F:47][C:48]([F:53])([F:52])[C:49]([OH:51])=[O:50]>ClCCl>[F:47][C:48]([F:53])([F:52])[C:49]([OH:51])=[O:50].[N+:1]([C:4]1[CH:46]=[CH:45][C:7]([CH2:8][O:9][C:10]([N:12]=[C:13]([NH:31][C:32]([O:34][CH2:35][C:36]2[CH:37]=[CH:38][C:39]([N+:42]([O-:44])=[O:43])=[CH:40][CH:41]=2)=[O:33])[NH:14][CH2:15][C:16]([NH:18][C@H:19]2[CH2:23][CH2:22][NH:21][CH2:20]2)=[O:17])=[O:11])=[CH:6][CH:5]=1)([O-:3])=[O:2] |f:3.4|. Procedure: To a solution of the compound (7.82 g), which had been obtained in (1), in anhydrous dichloromethane (10 ml), trifluoroacetic acid (5 ml) was added dropwise under ice cooling, followed by stirring for 4 hours. The reaction mixture was concentrated by evaporation under reduced pressure. The residue was washed with hexane-ether and the solvent was distilled off, whereby 1.00 g of the title compound was obtained. The product was provided for use in the subsequent reaction without purification. Starting materials: [BH4-], [BH4-], CCOCC, Cl, CCOC(=O)C(Cc1ccc(OC(F)(F)F)cc1)C(=O)c1ccc(F)cc1, [Zn+2]. The product is CCOC(=O)C(Cc1ccc(OC(F)(F)F)cc1)C(O)c1ccc(F)cc1. As a reaction SMILES: [BH4-:34].[BH4-:36].[CH3:29][CH2:30][O:31][CH2:32][CH3:33].[ClH:28].[F:1][c:2]1[cH:3][cH:4][c:5]([C:8]([CH:9]([C:10](=[O:11])[O:12][CH2:13][CH3:14])[CH2:15][c:16]2[cH:17][cH:18][c:19]([O:22][C:23]([F:24])([F:25])[F:26])[cH:20][cH:21]2)=[O:27])[cH:6][cH:7]1.[Zn+2:35]>>[F:1][c:2]1[cH:3][cH:4][c:5]([CH:8]([CH:9]([C:10](=[O:11])[O:12][CH2:13][CH3:14])[CH2:15][c:16]2[cH:17][cH:18][c:19]([O:22][C:23]([F:24])([F:25])[F:26])[cH:20][cH:21]2)[OH:27])[cH:6][cH:7]1. Starting materials: CC(=O)NC1(c2ccc(CCl)cc2)CC1, Fc1cccc(N2CCNCC2)n1. Product: CC(=O)NC1(c2ccc(CN3CCN(c4cccc(F)n4)CC3)cc2)CC1. RXN SMILES: [Cl:1][CH2:2][c:3]1[cH:4][cH:5][c:6]([C:9]2([NH:12][C:13]([CH3:14])=[O:15])[CH2:10][CH2:11]2)[cH:7][cH:8]1.[F:16][c:17]1[cH:18][cH:19][cH:20][c:21]([N:23]2[CH2:24][CH2:25][NH:26][CH2:27][CH2:28]2)[n:22]1>>[CH2:2]([c:3]1[cH:4][cH:5][c:6]([C:9]2([NH:12][C:13]([CH3:14])=[O:15])[CH2:10][CH2:11]2)[cH:7][cH:8]1)[N:26]1[CH2:25][CH2:24][N:23]([c:21]2[cH:20][cH:19][cH:18][c:17]([F:16])[n:22]2)[CH2:28][CH2:27]1. Starting materials: CS(=O)(=O)C1=CC=C(C=C1)C1=CC=C(C=N1)C=1OC(=C(N1)CC(=O)N1[C@@H](CCC1)C)C (2-{2-[6-(4-Methanesulfonyl-phenyl)-pyridin-3-yl]-5-methyl-oxazol-4-yl}-1-(2-(R)-methyl-pyrrolidin-1-yl)-ethanone), CS(=O)(=O)C1=CC=C(C=C1)C1=CC=C(C=N1)C=1OC(=C(N1)CC(=O)N1[C@@H](CCC1)C)C (2-{2-[6-(4-Methanesulfonyl-phenyl)-pyridin-3-yl]-5-methyl-oxazol-4-yl}-1-(2-(R)-methyl-pyrrolidin-1-yl)-ethanone), [H-].[Al+3].[Li+].[H-].[H-].[H-] (lithium aluminum hydride). The solvent is O1CCCC1 (tetrahydrofuran), O1CCCC1 (tetrahydrofuran). Conditions: time 4 hour. Product: CS(=O)(=O)C1=CC=C(C=C1)C1=NC=C(C=C1)C=1OC(=C(N1)CCN1[C@@H](CCC1)C)C (2-(4-Methanesulfonyl-phenyl)-5-{5-methyl-4-[2-(2-(R)-methyl-pyrrolidin-1-yl)-ethyl]-oxazol-2-yl}-pyridine). RXN SMILES: [CH3:1][S:2]([C:5]1[CH:10]=[CH:9][C:8]([C:11]2[N:16]=[CH:15][C:14]([C:17]3[O:18][C:19]([CH3:31])=[C:20]([CH2:22][C:23]([N:25]4[CH2:29][CH2:28][CH2:27][C@H:26]4[CH3:30])=O)[N:21]=3)=[CH:13][CH:12]=2)=[CH:7][CH:6]=1)(=[O:4])=[O:3].[H-].[Al+3].[Li+].[H-].[H-].[H-]>O1CCCC1>[CH3:1][S:2]([C:5]1[CH:6]=[CH:7][C:8]([C:11]2[CH:12]=[CH:13][C:14]([C:17]3[O:18][C:19]([CH3:31])=[C:20]([CH2:22][CH2:23][N:25]4[CH2:29][CH2:28][CH2:27][C@H:26]4[CH3:30])[N:21]=3)=[CH:15][N:16]=2)=[CH:9][CH:10]=1)(=[O:3])=[O:4] |f:1.2.3.4.5.6|. Procedure details: To a stirring solution of 2-{2-[6-(4-Methanesulfonyl-phenyl)-pyridin-3-yl]-5-methyl-oxazol-4-yl}-1-(2-(R)-methyl-pyrrolidin-1-yl)-ethanone (See Intermediate 21) (1.0 mmol) in tetrahydrofuran (0.10M) in a 0° C. ice bath, slowly add 1M lithium aluminum hydride in tetrahydrofuran (2.0 mmol). Remove the ice bath and stir for four hours. After this time, perform a Fieser and Fieser work up by adding water (1 mL per gram of LAH used) followed by 5N sodium hydroxide (1 mL per gram of LAH used) and then...